From a dataset of the Open Reaction Database (ORD), a public repository of structured organic reaction records. describe an organic reaction: reactants, conditions, products, and yield Starting materials: CCc1nc(-n2ccnc2CC)nc2c1[nH]c(=O)c1cnc(CC)n12, CO, c1c[nH]cn1. Product: CCc1nc(-n2ccnc2)nc2c1[nH]c(=O)c1cnc(CC)n12. RXN SMILES: [CH2:1]([CH3:2])[c:3]1[n:4][c:5](-[n:19]2[c:20]([CH2:24][CH3:25])[n:21][cH:22][cH:23]2)[n:6][c:7]2[n:8]3[c:9]([c:10](=[O:13])[nH:11][c:12]12)[cH:14][n:15][c:16]3[CH2:17][CH3:18].[CH3:31][OH:32].[nH:26]1[cH:27][cH:28][n:29][cH:30]1>>[CH2:1]([CH3:2])[c:3]1[n:4][c:5](-[n:19]2[cH:20][n:21][cH:22][cH:23]2)[n:6][c:7]2[n:8]3[c:9]([c:10](=[O:13])[nH:11][c:12]12)[cH:14][n:15][c:16]3[CH2:17][CH3:18]. The reactants are COC(C1=C(C=CC=C1OC1=C(C(=CC=C1)O)CCC)F)=O (2-Fluoro-6-(3-hydroxy-2-propylphenoxy)benzoic acid methyl ester), C(C1=CC=CC=C1)OC1=C(C=C(C(=C1)OCCCCl)CC)Br (2-benzyloxy-1-bromo-5-ethyl-4-(3-chloro-1-propyloxy)benzene). The product is COC(C1=C(C=CC=C1OC1=C(C(=CC=C1)OCCCOC1=C(C=C(C(=C1)OCC1=CC=CC=C1)Br)CC)CCC)F)=O (2-fluoro-6-[2-propyl-3-[3-[4-bromo-2-ethyl-5-(phenylmethoxy)phenoxy]propoxy]phenoxy]benzoic acid methyl ester). As a reaction SMILES: [CH3:1][O:2][C:3](=[O:22])[C:4]1[C:9]([O:10][C:11]2[CH:16]=[CH:15][CH:14]=[C:13]([OH:17])[C:12]=2[CH2:18][CH2:19][CH3:20])=[CH:8][CH:7]=[CH:6][C:5]=1[F:21].[CH2:23]([O:30][C:31]1[CH:36]=[C:35]([O:37][CH2:38][CH2:39][CH2:40]Cl)[C:34]([CH2:42][CH3:43])=[CH:33][C:32]=1[Br:44])[C:24]1[CH:29]=[CH:28][CH:27]=[CH:26][CH:25]=1>>[CH3:1][O:2][C:3](=[O:22])[C:4]1[C:9]([O:10][C:11]2[CH:16]=[CH:15][CH:14]=[C:13]([O:17][CH2:40][CH2:39][CH2:38][O:37][C:35]3[CH:36]=[C:31]([O:30][CH2:23][C:24]4[CH:29]=[CH:28][CH:27]=[CH:26][CH:25]=4)[C:32]([Br:44])=[CH:33][C:34]=3[CH2:42][CH3:43])[C:12]=2[CH2:18][CH2:19][CH3:20])=[CH:8][CH:7]=[CH:6][C:5]=1[F:21]. Reported procedure: 2-Fluoro-6-(3-hydroxy-2-propylphenoxy)benzoic acid methyl ester (1.84 g, 4.80 mmol) was alkylated with 2-benzyloxy-1-bromo-5-ethyl-4-(3-chloro-1-propyloxy)benzene to provide crude product as an oil. Silica gel chromatography provided 2.05 g (66%) of the purified title intermediate as a colorless oil: NMR (CDCl3) 7.49 (d, J=7.1 Hz, 2H), 7.20-7.45 (m, 5H), 7.14 (t, J=8.2 Hz, 1H), 6.82 (t, J=8.5 Hz, 1H), 6.73 (d, J=8.3 Hz, 1H), 6.60 (d, J=8.4 Hz, 1H), 6.53 (s, 1H), 6.52 (d, J=8.5 Hz, 1H), 5.13 (s, ... Starting materials: C(C1=CC=CC=C1)(=O)N1CC(CCC1)C(=O)OCC (ethyl 1-benzoyl-3-piperidinecarboxylate), Cl.C(C)N (ethylamine hydrochloride), C(C1=CC=CC=C1)(=O)N1CC(CCC1)C(=O)Cl (1-benzoyl-3-piperidinecarbonyl chloride), C(C)(C)N(CC)C(C)C (diisopropylethylamine). Yields the product C(C)NC(=O)C1CN(CCC1)C(C1=CC=CC=C1)=O (N-ethyl 1-benzoyl-3-piperidinecarboxamide). Reported procedure: The reaction was run in the same manner as ethyl 1-benzoyl-3-piperidinecarboxylate, starting with 1-benzoyl-3-piperidinecarbonyl chloride (216.2 mg; 0.86 mmol), diisopropylethylamine (350 μl; 2.0 mmol) and commercially available ethylamine hydrochloride (74.6 mg; 0.86 mmol). The crude product was purified by chromatography on silica, eluting with 100% ethyl acetate, giving N-ethyl 1-benzoyl-3-piperidinecarboxamide (144.3 mg) as a white, sticky, semi-solid. MS m/z (positive ion) 362 (25), 261 (MH... Reaction SMILES: [C:1]([N:9]1[CH2:14][CH2:13][CH2:12][CH:11]([C:15]([O:17]CC)=O)[CH2:10]1)(=[O:8])[C:2]1[CH:7]=[CH:6][CH:5]=[CH:4][CH:3]=1.[C:20]([N:28]1CCCC(C(Cl)=O)C1)(=O)[C:21]1C=CC=CC=1.C(N(C(C)C)CC)(C)C.Cl.C(N)C>>[CH2:20]([NH:28][C:15]([CH:11]1[CH2:12][CH2:13][CH2:14][N:9]([C:1](=[O:8])[C:2]2[CH:3]=[CH:4][CH:5]=[CH:6][CH:7]=2)[CH2:10]1)=[O:17])[CH3:21] |f:3.4|. Reactants: ClC1=C(C=C(C=C1)CC)NC#N (2-chloro-5-ethylphenylcyanamide), S(C)(=O)(=O)O.C(C)C=1C=C(N)C=CC1 (3-ethylaniline mesylate), ClC1=CC=CC=C1 (chlorobenzene). The product is NC(=N)N (Guanidine), S(C)(=O)(=O)O.C(C)C=1C=C(C=CC1)NC(=N)NC1=C(C=CC(=C1)CC)Cl (N-(3-ethylphenyl)-N'-(2-chloro-5-ethylphenyl)guanidine mesylate). Reaction SMILES: [Cl:1][C:2]1[CH:7]=[CH:6][C:5]([CH2:8][CH3:9])=[CH:4][C:3]=1[NH:10][C:11]#[N:12].[S:13]([OH:17])(=[O:16])(=[O:15])[CH3:14].[CH2:18]([C:20]1[CH:21]=[C:22]([CH:24]=[CH:25][CH:26]=1)[NH2:23])[CH3:19].ClC1C=CC=CC=1>>[NH2:10][C:11]([NH2:12])=[NH:23].[S:13]([OH:17])(=[O:16])(=[O:15])[CH3:14].[CH2:18]([C:20]1[CH:21]=[C:22]([NH:23][C:11]([NH:10][C:3]2[CH:4]=[C:5]([CH2:8][CH3:9])[CH:6]=[CH:7][C:2]=2[Cl:1])=[NH:12])[CH:24]=[CH:25][CH:26]=1)[CH3:19] |f:1.2,5.6|. Procedure details: A mixture of 2-chloro-5-ethylphenylcyanamide (0.6 g, 3.08 mmol), 3-ethylaniline mesylate (0.64 g, 2.93 mmol), and chlorobenzene (12 mL) were combined in a dry round bottom flask equipped with a water cooled condenser under nitrogen and placed in a preheated oil bath (150-160° C.). The reaction mixture was heated for 3 hours. After cooling, the crude reaction product was purified by crystallization from chlorobenzene/diethylether. The resulting crystals were collected by filtration, washed with d... Starting materials: Cl, [Na+], COC(=O)CC1Cc2ccc(OCCCNc3ccccn3)cc2CN(CC(F)(F)F)C1=O, C1COCCO1, [OH-]. The product is O=C(O)CC1Cc2ccc(OCCCNc3ccccn3)cc2CN(CC(F)(F)F)C1=O. Reaction SMILES: [ClH:36].[Na+:35].[O:1]=[C:2]1[N:3]([CH2:29][C:30]([F:31])([F:32])[F:33])[CH2:4][c:5]2[c:6]([cH:14][cH:15][c:16]([O:18][CH2:19][CH2:20][CH2:21][NH:22][c:23]3[n:24][cH:25][cH:26][cH:27][cH:28]3)[cH:17]2)[CH2:7][CH:8]1[CH2:9][C:10](=[O:11])[O:12][CH3:13].[O:37]1[CH2:38][CH2:39][O:40][CH2:41][CH2:42]1.[OH-:34]>>[O:1]=[C:2]1[N:3]([CH2:29][C:30]([F:31])([F:32])[F:33])[CH2:4][c:5]2[c:6]([cH:14][cH:15][c:16]([O:18][CH2:19][CH2:20][CH2:21][NH:22][c:23]3[n:24][cH:25][cH:26][cH:27][cH:28]3)[cH:17]2)[CH2:7][CH:8]1[CH2:9][C:10](=[O:11])[OH:12]. The reactants are BrCC=1C=C2C(CCOC2=CC1)(C)C (6-bromomethyl-4,4-dimethylchroman), C1(=CC=CC=C1)P(C1=CC=CC=C1)C1=CC=CC=C1 (triphenylphosphine). Solvent: C1(=CC=CC=C1)C (toluene). Yields the product [Br-].CC1(CCOC2=CC=C(C=C12)C[P+](C1=CC=CC=C1)(C1=CC=CC=C1)C1=CC=CC=C1)C ((4,4-Dimethyl-6-chromanyl)methyltriphenylphosphonium Bromide). Yield: 35.4%. Reaction SMILES: [Br:1][CH2:2][C:3]1[CH:4]=[C:5]2[C:10](=[CH:11][CH:12]=1)[O:9][CH2:8][CH2:7][C:6]2([CH3:14])[CH3:13].[C:15]1([P:21]([C:28]2[CH:33]=[CH:32][CH:31]=[CH:30][CH:29]=2)[C:22]2[CH:27]=[CH:26][CH:25]=[CH:24][CH:23]=2)[CH:20]=[CH:19][CH:18]=[CH:17][CH:16]=1>C1(C)C=CC=CC=1>[Br-:1].[CH3:13][C:6]1([CH3:14])[C:5]2[C:10](=[CH:11][CH:12]=[C:3]([CH2:2][P+:21]([C:22]3[CH:23]=[CH:24][CH:25]=[CH:26][CH:27]=3)([C:28]3[CH:33]=[CH:32][CH:31]=[CH:30][CH:29]=3)[C:15]3[CH:16]=[CH:17][CH:18]=[CH:19][CH:20]=3)[CH:4]=2)[O:9][CH2:8][CH2:7]1 |f:3.4|. Reported procedure: A mixture of 7.25 g (28.4 mmole) of 6-bromomethyl-4,4-dimethylchroman, 14.8 g (56.8 mmole) of triphenylphosphine and 100 ml of toluene were heated under reflux for 12 hours, and then the solvent was removed by evaporation in vacuo. The residue (an oil) was dissolved in dichloromethane and decolorized with activated carbon. The solvent was removed by evaporation in vacuo and the residue was triturated under hexane to remove starting materials. The product so obtained was recrystallized from tolue... The reactants are B(O)O (boronic acid), BrC=1C=C(C=O)C=CN1 (2-bromoisonicotinaldehyde), O1C(=CC=C1)B(O)O (furan-2-ylboronic acid). Yields the product O1C(=CC=C1)C=1C=C(C=O)C=CN1 (2-(furan-2-yl)isonicotinaldehyde). As a reaction SMILES: B(O)O.Br[C:5]1[CH:6]=[C:7]([CH:10]=[CH:11][N:12]=1)[CH:8]=[O:9].[O:13]1[CH:17]=[CH:16][CH:15]=[C:14]1B(O)O>>[O:13]1[CH:17]=[CH:16][CH:15]=[C:14]1[C:5]1[CH:6]=[C:7]([CH:10]=[CH:11][N:12]=1)[CH:8]=[O:9]. Reported procedure: 2-(furan-2-yl)isonicotinaldehyde was prepared using the general boronic acid coupling procedure for 2-bromoisonicotinaldehyde and furan-2-ylboronic acid (39.6 mg, 93.2 mg theoretical, 42.5%). LC-MS m/z 174.2 (M+1). Reactants: N1CCCC1 (pyrrolidine), C=C1CC(=O)O1 (diketene). Solvent: O1CCCC1 (tetrahydrofuran), O1CCCC1 (tetrahydrofuran). Reaction conditions: temperature 0 celsius, time 1 hour. The product is N1(CCCC1)C(CC(C)=O)=O (1-(Pyrrolidin-1-yl)butane-1,3-dione). Isolated yield 79.2%. RXN SMILES: [NH:1]1[CH2:5][CH2:4][CH2:3][CH2:2]1.[CH2:6]=[C:7]1[O:11][C:9](=[O:10])[CH2:8]1>O1CCCC1>[N:1]1([C:9](=[O:10])[CH2:8][C:7](=[O:11])[CH3:6])[CH2:5][CH2:4][CH2:3][CH2:2]1. Procedure: A solution of 21 ml (0.25 mol) of pyrrolidine in 50 ml tetrahydrofuran was added dropwise to a solution of 20 g of diketene (0.24 mol) in 200 ml tetrahydrofuran at −5 to 0° C. After 1 h stirring at 0° C. no more starting material was detected by thin layer chromatography. The reaction mixture was evaporated and the residue was purified by column chromatography. This gave 29.9 g (0.19 mol, 81% yield) of an oil. The reactants are CC1(CC(NC2=C(C=CC=C12)C(=O)OC)=O)C (methyl 4,4-dimethyl-2-oxo-1,2,3,4-tetrahydroquinoline-8-carboxylate), [BH4-].[Li+] (lithium borohydride), C([O-])(O)=O.[Na+] (sodium bicarbonate). Run in O1CCCC1 (tetrahydrofuran), COC(C)(C)C (tert-butyl methyl ether). Run at temperature 50 celsius, time 1 hour. The product is OCC=1C=CC=C2C(CC(NC12)=O)(C)C (8-Hydroxymethyl-4,4-dimethyl-3,4-dihydro-1H-quinolin-2-one). Reaction SMILES: [CH3:1][C:2]1([CH3:17])[C:11]2[C:6](=[C:7]([C:12](OC)=[O:13])[CH:8]=[CH:9][CH:10]=2)[NH:5][C:4](=[O:16])[CH2:3]1.[BH4-].[Li+].C(=O)(O)[O-].[Na+]>O1CCCC1.COC(C)(C)C>[OH:13][CH2:12][C:7]1[CH:8]=[CH:9][CH:10]=[C:11]2[C:6]=1[NH:5][C:4](=[O:16])[CH2:3][C:2]2([CH3:17])[CH3:1] |f:1.2,3.4|. Reported procedure: A solution of 3.72 g of methyl 4,4-dimethyl-2-oxo-1,2,3,4-tetrahydroquinoline-8-carboxylate in 100 ml of tetrahydrofuran is admixed with 1.83 g of lithium borohydride and then stirred at 50° C. over 1 hour. The reaction mixture is cooled to room temperature, diluted with tert-butyl methyl ether and stirred with saturated aqueous sodium bicarbonate solution until no more gas is formed. The phases are separated—the organic phase is washed with water, dried over sodium sulphate and concentrated by ...